This data is from the Open Reaction Database (ORD), a public repository of structured organic reaction records. The task is: describe an organic reaction: reactants, conditions, products, and yield Reactants: C(Cl)[C@H]1CO1 ((R)-epichlorohydrin), CC1(CCC2=CC(=CC=C12)O)C (1,1-dimethyl-indan-5-ol), CC(=O)C (acetone), C([O-])([O-])=O.[K+].[K+] (potassium carbonate). Reaction conditions: temperature 45 celsius, time 96 hour. The product is CC(C)([C@H]1OC1)OC=1C=C2CCCC2=CC1 ((S)-2-(1,1-dimethyl-indan-5-yloxymethyl)-oxirane). Isolated yield 67.0%. Reaction SMILES: [CH2:1]([C@@H:3]1O[CH2:4]1)Cl.C[C:7]1(C)[C:15]2[C:10](=[CH:11][C:12]([OH:16])=[CH:13][CH:14]=2)[CH2:9][CH2:8]1.[C:18](=[O:21])([O-])[O-].[K+].[K+].[CH3:24]C(C)=O>>[CH3:1][C:3]([O:16][C:12]1[CH:11]=[C:10]2[C:15](=[CH:14][CH:13]=1)[CH2:7][CH2:8][CH2:9]2)([C@@H:4]1[CH2:18][O:21]1)[CH3:24] |f:2.3.4|. Procedure: To a mixture of (R)-epichlorohydrin (0.93 g, 10 mmol) and 1,1-dimethyl-indan-5-ol (0.81 g, 5.0 mmol) in acetone (30 ml) was added potassium carbonate (0.69 g, 5 mmol). The mixture was stirred at 45° C. for 96 hours. The reaction mixture was then concentrated. The residue was partitioned between ethyl acetate and water and extracted twice with ethyl acetate. The organic phases were combined and washed with water, brine, dried over sodium sulfate and concentrated under vacuum. The resulting residu... Reactants: NN1CCN(CC1)CCC1=C(NC2=CC=CC=C12)C (3-[2-(4-aminopiperazin-1-yl)ethyl]-2-methylindole), C(CCC)N=C=O (butylisocyanate), NN1CCN(CC1)CCC1=CNC2=CC(=C(C=C12)OC)OC (3-[2-(4-aminopiperazin-1-yl)ethyl]-5,6-dimethoxyindole), COC=1C=C(C=C(C1)OC)N=C=O (3,5-dimethoxyphenylisocyanate), NN1CCN(CC1)CCC1=C(NC2=CC=CC=C12)CC (3-[2 -(4-aminopiperazin-1-yl)ethyl]-2-ethylindole), COC=1C=C(C=C(C1OC)OC)N=C=O (3,4,5-trimethoxyphenylisocyanate). Yields the product CC=1NC2=CC=CC=C2C1CCN1CCN(CC1)NC(=O)NC1=CC(=CC(=C1)OC)OC (1-[1-(2-methylindol-3-ylethyl)piperazin-4-yl]-3-(3,5-dimethoxyphenyl)urea). Reaction SMILES: [NH2:1][N:2]1[CH2:7][CH2:6][N:5]([CH2:8][CH2:9][C:10]2[C:18]3[C:13](=[CH:14][CH:15]=[CH:16][CH:17]=3)[NH:12][C:11]=2[CH3:19])[CH2:4][CH2:3]1.[CH3:20][O:21][C:22]1[CH:23]=[C:24]([N:30]=[C:31]=[O:32])[CH:25]=[C:26]([O:28][CH3:29])[CH:27]=1.NN1CCN(CCC2C3C(=CC=CC=3)NC=2CC)CC1.C(N=C=O)CCC.NN1CCN(CCC2C3C(=CC(OC)=C(OC)C=3)NC=2)CC1.COC1C=C(N=C=O)C=C(OC)C=1OC>>[CH3:19][C:11]1[NH:12][C:13]2[C:18]([C:10]=1[CH2:9][CH2:8][N:5]1[CH2:6][CH2:7][N:2]([NH:1][C:31]([NH:30][C:24]3[CH:23]=[C:22]([O:21][CH3:20])[CH:27]=[C:26]([O:28][CH3:29])[CH:25]=3)=[O:32])[CH2:3][CH2:4]1)=[CH:17][CH:16]=[CH:15][CH:14]=2. Procedure details: By following essentially the same procedure but starting with (a) 3-[2-(4-aminopiperazin-1-yl)ethyl]-2-methylindole and 3,5-dimethoxyphenylisocyanate; (b) 3-[2 -(4-aminopiperazin-1-yl)ethyl]-2-ethylindole and butylisocyanate; and (c) 3-[2-(4-aminopiperazin-1-yl)ethyl]-5,6-dimethoxyindole and 3,4,5-trimethoxyphenylisocyanate, it is possible to obtain (a) 1-[1-(2-methylindol-3-ylethyl)piperazin-4-yl]-3-(3,5-dimethoxyphenyl)urea; (b) 1-[1-(2-ethylindol-3-ylethyl)piperazin-4-yl]-3-butylurea; and (c)... Reactants: B(Cl)(Cl)Cl (Boron trichloride), C(C)(C)(C)OC(=O)N1CCN(CC1)C=1C(=NNC1)C1=C(C=C(C(=C1)Cl)OCC1=CC=CC=C1)OCC1=CC=CC=C1 (4-[3-(2,4-Bis-benzyloxy-5-chloro-phenyl)-1H-pyrazol-4-yl]-piperazine-1-carboxylic acid tert-butyl ester), C([O-])(O)=O.[Na+] (sodium bicarbonate). Solvent: ClCCl (dichloromethane). Reaction conditions: time 1 hour. The product is N (ammonia), ClC1=C(C=C(C(=C1)C1=NNC=C1N1CCNCC1)O)O (4-chloro-6-(4-piperazin-1-yl-1H-pyrazol-3-yl)-benzene-1,3-diol). Isolated yield 104.4%. As a reaction SMILES: B(Cl)(Cl)Cl.C(OC([N:12]1[CH2:17][CH2:16][N:15]([C:18]2[C:19]([C:23]3[CH:28]=[C:27]([Cl:29])[C:26]([O:30]CC4C=CC=CC=4)=[CH:25][C:24]=3[O:38]CC3C=CC=CC=3)=[N:20][NH:21][CH:22]=2)[CH2:14][CH2:13]1)=O)(C)(C)C.C(=O)(O)[O-].[Na+]>ClCCl>[NH3:12].[Cl:29][C:27]1[CH:28]=[C:23]([C:19]2[C:18]([N:15]3[CH2:16][CH2:17][NH:12][CH2:13][CH2:14]3)=[CH:22][NH:21][N:20]=2)[C:24]([OH:38])=[CH:25][C:26]=1[OH:30] |f:2.3|. Reported procedure: Boron trichloride (1M solution in dichloromethane; 8 ml, 8 mmol) was added dropwise to a solution of 4-[3-(2,4-Bis-benzyloxy-5-chloro-phenyl)-1H-pyrazol-4-yl]-piperazine-1-carboxylic acid tert-butyl ester (1.5 g, 2.6 mmol) in dichloromethane (15 ml) at 0° C. The resulting mixture was stirred at room temperature for 1 h, then basified with saturated sodium bicarbonate solution. The suspension was concentrated in vacuo, azeotroping with toluene until the residue was dry. The residue was triturated... Reactants: Cc1cc(CC=CC(=O)OC(C)(C)C)cc2cn[nH]c12, CCCCSCCCC, [I-], [Li]c1ccccn1. Yields the product Cc1cc(CC(CC(=O)OC(C)(C)C)c2ccccn2)cc2cn[nH]c12. Reaction SMILES: [C:18]([CH3:19])([CH3:20])([CH3:21])[O:22][C:23]([CH:24]=[CH:25][CH2:26][c:27]1[cH:28][c:29]2[cH:30][n:31][nH:32][c:33]2[c:34]([CH3:36])[cH:35]1)=[O:37].[CH2:1]([S:2][CH2:3][CH2:4][CH2:5][CH3:6])[CH2:7][CH2:8][CH3:9].[I-:10].[n:11]1[c:12]([Li:17])[cH:13][cH:14][cH:15][cH:16]1>>[n:11]1[c:12]([CH:25]([CH2:24][C:23]([O:22][C:18]([CH3:19])([CH3:20])[CH3:21])=[O:37])[CH2:26][c:27]2[cH:28][c:29]3[cH:30][n:31][nH:32][c:33]3[c:34]([CH3:36])[cH:35]2)[cH:13][cH:14][cH:15][cH:16]1. Starting materials: CC(C)(C)ON=O, CC#N, Cl[Cu]Cl, Cl, N#N, CCOC(=O)c1c(C(F)(F)F)nc(C(F)F)c(C(=O)OC)c1N. Product: CCOC(=O)c1c(C(F)(F)F)nc(C(F)F)c(C(=O)OC)c1Cl. RXN SMILES: [C:1]([O:2][N:3]=[O:4])([CH3:5])([CH3:6])[CH3:7].[CH3:34][C:35]#[N:36].[Cl:37][Cu:38][Cl:39].[ClH:33].[N:31]#[N:32].[NH2:8][c:9]1[c:10]([C:26](=[O:27])[O:28][CH2:29][CH3:30])[c:11]([C:22]([F:23])([F:24])[F:25])[n:12][c:13]([CH:19]([F:20])[F:21])[c:14]1[C:15](=[O:16])[O:17][CH3:18]>>[c:9]1([Cl:33])[c:10]([C:26](=[O:27])[O:28][CH2:29][CH3:30])[c:11]([C:22]([F:23])([F:24])[F:25])[n:12][c:13]([CH:19]([F:20])[F:21])[c:14]1[C:15](=[O:16])[O:17][CH3:18]. Reaction SMILES: [H-].[Al+3].[Li+].[H-].[H-].[H-].[C:7]([C:9]1[CH:10]=[C:11]([CH:15]([C:27]2[CH:32]=[CH:31][C:30]([O:33][CH3:34])=[CH:29][CH:28]=2)[NH:16][CH:17]([C:19]2[CH:24]=[CH:23][C:22]([F:25])=[C:21]([F:26])[CH:20]=2)[CH3:18])[CH:12]=[CH:13][CH:14]=1)#[N:8].O.O.O.O.O.O.O.O.O.O.S([O-])([O-])(=O)=O.[Na+].[Na+]>O1CCCC1>[NH2:8][CH2:7][C:9]1[CH:10]=[C:11]([CH:15]([C:27]2[CH:28]=[CH:29][C:30]([O:33][CH3:34])=[CH:31][CH:32]=2)[NH:16][CH:17]([C:19]2[CH:24]=[CH:23][C:22]([F:25])=[C:21]([F:26])[CH:20]=2)[CH3:18])[CH:12]=[CH:13][CH:14]=1 |f:0.1.2.3.4.5,7.8.9.10.11.12.13.14.15.16.17.18.19|. Reported procedure: A solution of lithium aluminum hydride in tetrahydrofuran (1N, 15 ml) was added to a solution of N-[(3-cyanophenyl)-(4-methoxyphenyl)methyl]-N-[1-(3,4-difluorophenyl)ethyl]amine (1.65 g) [prepared as described in step (a) above] in anhydrous tetrahydrofuran (20 ml) in an ice bath. The mixture was stirred at ambient temperature for 4 hours. Sodium sulfate decahydrate (15 g) was added to the reaction mixture and the insoluble material was removed by filtration using a Celite (trade mark) filter ai... Isolated yield 95.3%. The solvent is O1CCCC1 (tetrahydrofuran), O1CCCC1 (tetrahydrofuran). The reactants are O.O.O.O.O.O.O.O.O.O.S(=O)(=O)([O-])[O-].[Na+].[Na+] (Sodium sulfate decahydrate), [H-].[Al+3].[Li+].[H-].[H-].[H-] (lithium aluminum hydride), C(#N)C=1C=C(C=CC1)C(NC(C)C1=CC(=C(C=C1)F)F)C1=CC=C(C=C1)OC (N-[(3-cyanophenyl)-(4-methoxyphenyl)methyl]-N-[1-(3,4-difluorophenyl)ethyl]amine). Run at time 4 hour. The product is NCC=1C=C(C=CC1)C(NC(C)C1=CC(=C(C=C1)F)F)C1=CC=C(C=C1)OC (N-[(3-Aminomethylphenyl)-(4-methoxyphenyl)methyl]-N-[1-(3,4-difluorophenyl)ethyl]amine). Starting materials: O=C([O-])O, CC1CNCCN1, CCO, Fc1ccc(CCl)cc1, [Na+]. Product: CC1CN(Cc2ccc(F)cc2)CCN1. As a reaction SMILES: [C:17](=[O:18])([O-:19])[OH:20].[CH3:1][CH:2]1[NH:3][CH2:4][CH2:5][NH:6][CH2:7]1.[CH3:22][CH2:23][OH:24].[F:8][c:9]1[cH:10][cH:11][c:12]([CH2:13][Cl:14])[cH:15][cH:16]1.[Na+:21]>>[CH3:1][CH:2]1[NH:3][CH2:4][CH2:5][N:6]([CH2:13][c:12]2[cH:11][cH:10][c:9]([F:8])[cH:16][cH:15]2)[CH2:7]1.